From a dataset of the Open Reaction Database (ORD), a public repository of structured organic reaction records. describe an organic reaction: reactants, conditions, products, and yield The reactants are O1C(CCC(=CCOC2=CC3=C(CCO3)C=C2)C)C1(C)C (6-[(6,7-epoxy-3,7-dimethyl-2-octenyl)-oxy]-2,3-dihydrobenzofuran), I(=O)(=O)(=O)[O-].[Na+] (sodium metaperiodate), Cl(=O)(=O)(=O)O (perchloric acid), [Cl-].[Na+] (sodium chloride). The solvent is O (water), O1CCCC1 (tetrahydrofuran), O (water), O (water), O1CCCC1 (tetrahydrofuran), O (water). Reaction conditions: time 4 hour. Product: O=CCCC(=CCOC1=CC2=C(CCO2)C=C1)C (6-[(6-oxo-3-methyl-2-hexenyl)-oxy]-2,3-dihydrobenzofuran). As a reaction SMILES: [O:1]1C(C)(C)[CH:2]1[CH2:3][CH2:4][C:5]([CH3:18])=[CH:6][CH2:7][O:8][C:9]1[CH:17]=[CH:16][C:12]2[CH2:13][CH2:14][O:15][C:11]=2[CH:10]=1.Cl(O)(=O)(=O)=O.[Cl-].[Na+].I([O-])(=O)(=O)=O.[Na+]>O.O1CCCC1>[O:1]=[CH:2][CH2:3][CH2:4][C:5]([CH3:18])=[CH:6][CH2:7][O:8][C:9]1[CH:17]=[CH:16][C:12]2[CH2:13][CH2:14][O:15][C:11]=2[CH:10]=1 |f:2.3,4.5|. Procedure: 4.64 g. of 6-[(6,7-epoxy-3,7-dimethyl-2,6-nonadienyl)-oxy]-2,3-dihydrobenzofuran (see Example 3) are dissolved in 14 ml. of tetrahydrofuran, diluted with 7.5 ml. of water and treated with a mixture of 0.1 ml. of 70% by weight perchloric acid in 1 ml. of water. The mixture is stirred at room temperature for 4 hours, 10 ml. of saturated aqueous sodium chloride solution are added thereto and the resulting mixture is extracted three times with diethyl ether methylene chloride (9:1 parts by volume). ... Reactants: CCCC[N+](CCCC)(CCCC)CCCC, ClCCl, [O-]Cl, OC(c1ccc(OC(F)F)cc1)C(F)(F)F, [Na+], O, O=S(=O)([O-])O. Yields the product O=C(c1ccc(OC(F)F)cc1)C(F)(F)F. As a reaction SMILES: [CH2:26]([N+:27]([CH2:28][CH2:29][CH2:30][CH3:31])([CH2:32][CH2:33][CH2:34][CH3:35])[CH2:36][CH2:37][CH2:38][CH3:39])[CH2:40][CH2:41][CH3:42].[CH2:43]([Cl:44])[Cl:45].[Cl:17][O-:18].[F:1][C:2]([CH:3]([OH:4])[c:5]1[cH:6][cH:7][c:8]([O:11][CH:12]([F:13])[F:14])[cH:9][cH:10]1)([F:15])[F:16].[Na+:19].[OH2:20].[S:21]([O-:22])([OH:23])(=[O:24])=[O:25]>>[F:1][C:2]([C:3](=[O:4])[c:5]1[cH:6][cH:7][c:8]([O:11][CH:12]([F:13])[F:14])[cH:9][cH:10]1)([F:15])[F:16]. Reactants: CCc1nc2c(F)ccc(OCC(=O)OC)c2c(OC(F)F)c1Cc1ccc(C(C)=O)cc1, CO, [Li+], [OH-]. Yields the product CCc1nc2c(F)ccc(OCC(=O)O)c2c(OC(F)F)c1Cc1ccc(C(C)=O)cc1. As a reaction SMILES: [CH3:1][O:2][C:3]([CH2:4][O:5][c:6]1[c:7]2[c:8]([O:29][CH:30]([F:31])[F:32])[c:9]([CH2:19][c:20]3[cH:21][cH:22][c:23]([C:26]([CH3:27])=[O:28])[cH:24][cH:25]3)[c:10]([CH2:17][CH3:18])[n:11][c:12]2[c:13]([F:16])[cH:14][cH:15]1)=[O:33].[CH3:36][OH:37].[Li+:34].[OH-:35]>>[O:2]=[C:3]([CH2:4][O:5][c:6]1[c:7]2[c:8]([O:29][CH:30]([F:31])[F:32])[c:9]([CH2:19][c:20]3[cH:21][cH:22][c:23]([C:26]([CH3:27])=[O:28])[cH:24][cH:25]3)[c:10]([CH2:17][CH3:18])[n:11][c:12]2[c:13]([F:16])[cH:14][cH:15]1)[OH:33]. Reactants: [Al+3], COc1ccc(C(=O)Cl)cc1, ClCCl, COC(=O)Cc1cccn1C, CO, [Cl-], [Cl-], [Cl-], Cl. The product is COC(=O)Cc1ccc(C(=O)c2ccc(OC)cc2)n1C. As a reaction SMILES: [Al+3:13].[C:1]([c:2]1[cH:3][cH:4][c:5]([O:8][CH3:9])[cH:6][cH:7]1)(=[O:10])[Cl:11].[CH2:30]([Cl:31])[Cl:32].[CH3:16][n:17]1[c:18]([CH2:22][C:23](=[O:24])[O:25][CH3:26])[cH:19][cH:20][cH:21]1.[CH3:28][OH:29].[Cl-:12].[Cl-:14].[Cl-:15].[ClH:27]>>[C:1]([c:2]1[cH:3][cH:4][c:5]([O:8][CH3:9])[cH:6][cH:7]1)(=[O:10])[c:21]1[n:17]([CH3:16])[c:18]([CH2:22][C:23](=[O:24])[O:25][CH3:26])[cH:19][cH:20]1. Product: COc1ccc(C2Cc3c(C(N)=O)cc(OC)cc3C3CCCCC23)cc1. As a reaction SMILES: [CH3:1][O:2][c:3]1[cH:4][c:5]([C:25](=[O:26])[Cl:27])[c:6]2[c:15]([cH:16]1)[CH:14]1[CH:9]([CH:8]([c:17]3[cH:18][cH:19][c:20]([O:23][CH3:24])[cH:21][cH:22]3)[CH2:7]2)[CH2:10][CH2:11][CH2:12][CH2:13]1.[CH3:30][CH2:31][O:32][CH2:33][CH3:34].[CH3:35][CH2:36][O:37][C:38](=[O:39])[CH3:40].[NH4+:29].[OH-:28]>>[CH3:1][O:2][c:3]1[cH:4][c:5]([C:25](=[O:26])[NH2:29])[c:6]2[c:15]([cH:16]1)[CH:14]1[CH:9]([CH:8]([c:17]3[cH:18][cH:19][c:20]([O:23][CH3:24])[cH:21][cH:22]3)[CH2:7]2)[CH2:10][CH2:11][CH2:12][CH2:13]1. Starting materials: COc1ccc(C2Cc3c(C(=O)Cl)cc(OC)cc3C3CCCCC23)cc1, CCOCC, CCOC(C)=O, [NH4+], [OH-].